Dataset: the Open Reaction Database (ORD), a public repository of structured organic reaction records. Task: describe an organic reaction: reactants, conditions, products, and yield The solvent is ClCCl (dichloromethane). As a reaction SMILES: [C:1]([C:3]1[CH:11]=[CH:10][C:6]([C:7](O)=[O:8])=[CH:5][CH:4]=1)#[N:2].S(Cl)([Cl:14])=O>ClCCl>[C:1]([C:3]1[CH:11]=[CH:10][C:6]([C:7]([Cl:14])=[O:8])=[CH:5][CH:4]=1)#[N:2]. Procedure: To a solution of 4-cyanobenzoic acid (5 g, 33.98 mmol, 1.00 equiv) in dichloromethane (50 mL) was added thionyl chloride (25 mL) dropwise with stirring. The resulting solution was refluxed for 4 h. The reaction mixture was cooled to room temperature and concentrated under vacuum to give 3 g of crude 4-cyanobenzoyl chloride as a brown solid. The crude was used in the next step without further purification. The reactants are C(#N)C1=CC=C(C(=O)O)C=C1 (4-cyanobenzoic acid), S(=O)(Cl)Cl (thionyl chloride). The product is C(#N)C1=CC=C(C(=O)Cl)C=C1 (4-cyanobenzoyl chloride).